Dataset: the Open Reaction Database (ORD), a public repository of structured organic reaction records. Task: describe an organic reaction: reactants, conditions, products, and yield The reactants are C(C1=CC=CC=C1)[C@H](C(=O)O)CC[C@@H](C(=O)O)CC1=CC=CC=C1 ((2R,5R)-2,5-Dibenzylhexanedioic acid), N[C@@H]1C(N2[C@@H](SCC1)CCCC2)=O ((4S,10aS)-4-Aminohexahydro-2H-pyrido[2,1-b][1,3]thiazepin-5(7H)-one). Yields the product C(C1=CC=CC=C1)[C@H](C(=O)N[C@@H]1C(N2[C@@H](SCC1)CCCC2)=O)CC[C@@H](C(=O)N[C@@H]2C(N1[C@@H](SCC2)CCCC1)=O)CC1=CC=CC=C1 ((2R,5R)-2,5-Dibenzyl-N1,N6-bis((4S,10aS)-5-oxooctahydro-2H-pyrido[2,1-b][1,3]thiazepin-4-yl)hexanediamide), solid. Isolated yield 64.0%. Reaction SMILES: C([C@@H]([CH2:12][CH2:13][C@H:14]([CH2:18][C:19]1[CH:24]=[CH:23][CH:22]=[CH:21][CH:20]=1)[C:15](O)=[O:16])C(O)=O)C1C=CC=CC=1.[NH2:25][C@H:26]1[CH2:32][CH2:31][S:30][C@H:29]2[CH2:33][CH2:34][CH2:35][CH2:36][N:28]2[C:27]1=[O:37]>>[CH2:18]([C@@H:14]([CH2:13][CH2:12][C@H:14]([CH2:18][C:19]1[CH:24]=[CH:23][CH:22]=[CH:21][CH:20]=1)[C:15]([NH:25][C@H:26]1[CH2:32][CH2:31][S:30][C@H:29]2[CH2:33][CH2:34][CH2:35][CH2:36][N:28]2[C:27]1=[O:37])=[O:16])[C:15]([NH:25][C@H:26]1[CH2:32][CH2:31][S:30][C@H:29]2[CH2:33][CH2:34][CH2:35][CH2:36][N:28]2[C:27]1=[O:37])=[O:16])[C:19]1[CH:24]=[CH:23][CH:22]=[CH:21][CH:20]=1. Procedure details: (2R,5R)-2,5-Dibenzyl-N1,N6-bis((4S,10aS)-5-oxooctahydro-2H-pyrido[2,1-b][1,3]thiazepin-4-yl)hexanediamide was synthesized as described in General Procedure F using Intermediate 3 (20 mg, 0.061 mmol) and Intermediate 40 (29.5 mg, 0.147 mmol) to give a white solid (27 mg, 64% yield). Anal. Calcd. for C38H50N4O4S2 m/z 690.7. found: 691.5 (M+H)+; 1H NMR (400 MHz, CDCl3) δ ppm 7.32-7.05 (m, 10H), 6.86 (d, J=6.7 Hz, 2H), 5.28 (t, J=4.0 Hz, 2H), 5.04-4.91 (m, 2H), 4.23 (d, J=13.6 Hz, 2H), 3.12 (ddd, J=... Reactants: O (Water), S(C)(=O)(=O)O.NC=1C=2N(C=C(C1)C(=O)N)C(=C(N2)C)C (8-Amino-2,3-dimethylimidazo[1,2-a]pyridine-6-carboxamide mesylate), C(C)C1=C(CCl)C(=CC=C1)CC (2,6-diethylbenzylchloride), C(C)(C)N(CC)C(C)C (diisopropylethylamin). The solvent is C(Cl)Cl (methylene chloride), CN(C=O)C (dimethylformamide). Yields the product CC=1N=C2N(C=C(C=C2NCC2=C(C=CC=C2C)C)C(=O)N)C1C (2,3-dimethyl-8-(2,6-dimethylbenzylamino)-imidazo[1,2-a]pyridine-6-carboxamide). Isolated yield 53.3%. Reaction SMILES: S(O)(=O)(=O)C.[NH2:6][C:7]1[C:8]2[N:9]([C:16]([CH3:20])=[C:17]([CH3:19])[N:18]=2)[CH:10]=[C:11]([C:13]([NH2:15])=[O:14])[CH:12]=1.[CH2:21]([C:23]1[CH:30]=[CH:29][CH:28]=[C:27]([CH2:31]C)[C:24]=1[CH2:25]Cl)C.C(N(C(C)C)CC)(C)C.O>CN(C)C=O.C(Cl)Cl>[CH3:19][C:17]1[N:18]=[C:8]2[C:7]([NH:6][CH2:25][C:24]3[C:27]([CH3:31])=[CH:28][CH:29]=[CH:30][C:23]=3[CH3:21])=[CH:12][C:11]([C:13]([NH2:15])=[O:14])=[CH:10][N:9]2[C:16]=1[CH3:20] |f:0.1|. Procedure details: 8-Amino-2,3-dimethylimidazo[1,2-a]pyridine-6-carboxamide mesylate (4.0 g, 10.7 mmol), 2,6-diethylbenzylchloride (1.8 g, 9.9 mmol), diisopropylethylamin (3.0 g, 23.3 mmol) were stirred in dimethylformamide (20 ml) at 50° C. overnight and at 70° C. for 3 h. Water (60 ml) and methylene chloride were added and the organic layer was separated, dried and evaporated under reduced pressure. The residue was treated with diethyl ether and the product was filtred off to give 1.7 g (45%) of the title compou... Run at time 8 hour. Starting materials: CC1=C(C(=NO1)C1=CC=CC=C1)CO ((5-methyl-3-phenyl-isoxazol-4-yl)-methanol), [H-].[Na+] (sodium hydride), ClC=1C=CC=2N(N1)C(=NN2)C=2OC=CC2 (6-chloro-3-(2-furanyl)-1,2,4-triazolo[4,3-b]pyridazine). RXN SMILES: [CH3:1][C:2]1[O:6][N:5]=[C:4]([C:7]2[CH:12]=[CH:11][CH:10]=[CH:9][CH:8]=2)[C:3]=1[CH2:13][OH:14].[H-].[Na+].Cl[C:18]1[CH:19]=[CH:20][C:21]2[N:22]([C:24]([C:27]3[O:28][CH:29]=[CH:30][CH:31]=3)=[N:25][N:26]=2)[N:23]=1>CN(C=O)C>[O:28]1[CH:29]=[CH:30][CH:31]=[C:27]1[C:24]1[N:22]2[N:23]=[C:18]([O:14][CH2:13][C:3]3[C:4]([C:7]4[CH:12]=[CH:11][CH:10]=[CH:9][CH:8]=4)=[N:5][O:6][C:2]=3[CH3:1])[CH:19]=[CH:20][C:21]2=[N:26][N:25]=1 |f:1.2|. Procedure details: To a solution of (5-methyl-3-phenyl-isoxazol-4-yl)-methanol (60 mg, 0.32 mmol) in DMF (2 mL) was added sodium hydride (55% dispersion in mineral oil, 15 mg, 0.35 mmol). The mixture was stirred at room temperature overnight. After addition of a solution of 6-chloro-3-(2-furanyl)-1,2,4-triazolo[4,3-b]pyridazine (77 mg, 0.35 mmol) in DMF (2 mL) the mixture was stirred at room temperature overnight. Then the mixture was evaporated, extracted (ethyl acetate/water) and the organic phase was dried with... Run in CN(C)C=O (DMF), CN(C)C=O (DMF). The yield is 87.9%. The product is O1C(=CC=C1)C1=NN=C2N1N=C(C=C2)OCC=2C(=NOC2C)C2=CC=CC=C2 (3-Furan-2-yl-6-(5-methyl-3-phenyl-isoxazol-4-ylmethoxy)-[1,2,4]triazolo[4,3-b]pyridazine).